This data is from the Open Reaction Database (ORD), a public repository of structured organic reaction records. The task is: describe an organic reaction: reactants, conditions, products, and yield Starting materials: C=C(C)C, CS(=O)(=O)O, Cc1ccccc1, CCOC(C)=O, O=Cc1cccc(-c2nnn[nH]2)c1. Yields the product CC(C)(C)n1nnc(-c2cccc(C=O)c2)n1. Reaction SMILES: [CH2:14]=[C:15]([CH3:16])[CH3:17].[CH3:18][S:19](=[O:20])(=[O:21])[OH:22].[CH3:23][c:24]1[cH:25][cH:26][cH:27][cH:28][cH:29]1.[CH3:30][CH2:31][O:32][C:33](=[O:34])[CH3:35].[nH:1]1[n:2][n:3][n:4][c:5]1-[c:6]1[cH:7][c:8]([CH:9]=[O:10])[cH:11][cH:12][cH:13]1>>[n:1]1[n:2][n:3]([C:15]([CH3:14])([CH3:16])[CH3:17])[n:4][c:5]1-[c:6]1[cH:7][c:8]([CH:9]=[O:10])[cH:11][cH:12][cH:13]1. Procedure: The title compound was prepared from 3-ethynyl-7-trifluoromethyl-5-(4-trifluoromethyl-phenyl)-pyrazolo[1,5-a]pyrimidine (example C.1) (355 mg, 1.0 mmol) and 4-bromo-N-(2-hydroxy-ethyl)-benzenesulfonamide (example B.29) (276 mg, 1.0 mmol) according to general procedure II. Obtained as a yellow solid (370 mg, 66%). MS (ISP) 555.2 [(M+H)+]; mp 206-208° C. The reactants are C(#C)C=1C=NN2C1N=C(C=C2C(F)(F)F)C2=CC=C(C=C2)C(F)(F)F (3-ethynyl-7-trifluoromethyl-5-(4-trifluoromethyl-phenyl)-pyrazolo[1,5-a]pyrimidine), BrC1=CC=C(C=C1)S(=O)(=O)NCCO (4-Bromo-N-(2-hydroxy-ethyl)-benzenesulfonamide). Product: OCCNS(=O)(=O)C1=CC=C(C=C1)C#CC=1C=NN2C1N=C(C=C2C(F)(F)F)C2=CC=C(C=C2)C(F)(F)F (N-(2-Hydroxy-ethyl)-4-[7-trifluoromethyl-5-(4-trifluoromethyl-phenyl)-pyrazolo[1,5-a]pyrimidin-3-ylethynyl]-benzenesulfonamide), solid. Isolated yield 66.0%. Reaction SMILES: [C:1]([C:3]1[CH:4]=[N:5][N:6]2[C:11]([C:12]([F:15])([F:14])[F:13])=[CH:10][C:9]([C:16]3[CH:21]=[CH:20][C:19]([C:22]([F:25])([F:24])[F:23])=[CH:18][CH:17]=3)=[N:8][C:7]=12)#[CH:2].Br[C:27]1[CH:32]=[CH:31][C:30]([S:33]([NH:36][CH2:37][CH2:38][OH:39])(=[O:35])=[O:34])=[CH:29][CH:28]=1>>[OH:39][CH2:38][CH2:37][NH:36][S:33]([C:30]1[CH:31]=[CH:32][C:27]([C:2]#[C:1][C:3]2[CH:4]=[N:5][N:6]3[C:11]([C:12]([F:14])([F:13])[F:15])=[CH:10][C:9]([C:16]4[CH:21]=[CH:20][C:19]([C:22]([F:25])([F:24])[F:23])=[CH:18][CH:17]=4)=[N:8][C:7]=23)=[CH:28][CH:29]=1)(=[O:35])=[O:34]. Isolated yield 29.1%. RXN SMILES: [H-].[Li+].[F:3][C:4]1[CH:13]=[C:12]2[C:7]([N:8]=[CH:9][C:10](=[O:14])[NH:11]2)=[CH:6][CH:5]=1.Br[CH2:16][CH2:17][CH:18]1[O:22][CH2:21][CH2:20][O:19]1.O>CN(C)C=O>[O:19]1[CH2:20][CH2:21][O:22][CH:18]1[CH2:17][CH2:16][N:11]1[C:12]2[C:7](=[CH:6][CH:5]=[C:4]([F:3])[CH:13]=2)[N:8]=[CH:9][C:10]1=[O:14] |f:0.1|. The solvent is CN(C=O)C (N,N-dimethylformamide). Product: O1C(OCC1)CCN1C(C=NC2=CC=C(C=C12)F)=O (1-[2-(1,3-Dioxolan-2-yl)ethyl]-7-fluoroquinoxalin-2(1H)one). The reactants are O (water), [H-].[Li+] (Lithium hydride), FC1=CC=C2N=CC(NC2=C1)=O (7-fluoroquinoxalin-2(1H)one), BrCCC1OCCO1 (2-(2-bromoethyl)-1,3-dioxolane). Run at time 30 minute. Reported procedure: Lithium hydride (88 mg, 011 mmol) was added to a solution of 7-fluoroquinoxalin-2(1H)one (1.3 g, 7.8 mmol) in N,N-dimethylformamide (40 ml) under cooling on ice and the mixture was stirred at room temperature for 30 minutes. The mixture was cooled on ice and 2-(2-bromoethyl)-1,3-dioxolane (1.33 ml, 11 mmol) was added thereto. The obtained mixture was stirred at room temperature for 24 hours, water was then gradually added thereto and the mixture was extracted with ethyl acetate. The organic laye... Reactants: C1(=CC=CC=C1)CCNC(C)=O (N-(2-phenylethyl)acetamide), ice water, [Cl-].[Al+3].[Cl-].[Cl-] (Aluminium chloride), ClCC(=O)Cl (Chloroacetylchloride). The solvent is ClCCCl (1,2-dichloroethane), ClCCCl (1,2-dichloroethane). Conditions: time 20 minute. The product is ClCC(=O)C1=CC=C(C=C1)CCNC(C)=O (N-{2-[4-(2-chloroacetyl)phenyl]ethyl}acetamide). Isolated yield 80.4%. RXN SMILES: [Cl-].[Al+3].[Cl-].[Cl-].[Cl:5][CH2:6][C:7](Cl)=[O:8].[C:10]1([CH2:16][CH2:17][NH:18][C:19](=[O:21])[CH3:20])[CH:15]=[CH:14][CH:13]=[CH:12][CH:11]=1>ClCCCl>[Cl:5][CH2:6][C:7]([C:13]1[CH:14]=[CH:15][C:10]([CH2:16][CH2:17][NH:18][C:19](=[O:21])[CH3:20])=[CH:11][CH:12]=1)=[O:8] |f:0.1.2.3|. Procedure details: Aluminium chloride (1.63 g) was dissolved in 1,2-dichloroethane (15 mL). Chloroacetylchloride (0. 732 mL) was added to the mixture at 0° C., and stirred additionally for 20 minutes, then N-(2-phenylethyl)acetamide (1 g) in 1,2-dichloroethane (5 mL) was added dropwise. The mixture was stirred for 1 hour at room temperature, and then poured into ice water. The mixture was extracted with chloroform, washed with water and saturated sodium chloride solution, dried over sodium sulfate and concentrated... Reactants: C(C)(C)(C)OC(=O)N[C@@H](CC=1C=C(C=CC1)C#CCCC(=O)OC(C)(C)C)C(N1CCCCC1)=O (tert-Butyl (S)-5-(3-(2-((tert-butoxycarbonyl)amino)-3-oxo-3-(piperidin-1-yl)propyl)phenyl)pent-4-ynoate). The reagents and catalysts are [Pd+2] (palladium(II)). The solvent is C(C)(=O)OCC (ethyl acetate). Conditions: time 3.5 hour. Product: C(C)(C)(C)OC(=O)N[C@@H](CC=1C=C(C=CC1)CCCCC(=O)OC(C)(C)C)C(N1CCCCC1)=O (tert-butyl (S)-5-(3-(2-((tert-butoxycarbonyl)amino)-3-oxo-3-(piperidin-1-yl)propyl)phenyl)pentanoate). Isolated yield 97.1%. As a reaction SMILES: [C:1]([O:5][C:6]([NH:8][C@H:9]([C:28](=[O:35])[N:29]1[CH2:34][CH2:33][CH2:32][CH2:31][CH2:30]1)[CH2:10][C:11]1[CH:12]=[C:13]([C:17]#[C:18][CH2:19][CH2:20][C:21]([O:23][C:24]([CH3:27])([CH3:26])[CH3:25])=[O:22])[CH:14]=[CH:15][CH:16]=1)=[O:7])([CH3:4])([CH3:3])[CH3:2]>C(OCC)(=O)C.[Pd+2]>[C:1]([O:5][C:6]([NH:8][C@H:9]([C:28](=[O:35])[N:29]1[CH2:30][CH2:31][CH2:32][CH2:33][CH2:34]1)[CH2:10][C:11]1[CH:12]=[C:13]([CH2:17][CH2:18][CH2:19][CH2:20][C:21]([O:23][C:24]([CH3:27])([CH3:25])[CH3:26])=[O:22])[CH:14]=[CH:15][CH:16]=1)=[O:7])([CH3:2])([CH3:3])[CH3:4]. Reported procedure: tert-Butyl (S)-5-(3-(2-((tert-butoxycarbonyl)amino)-3-oxo-3-(piperidin-1-yl)propyl)phenyl)pent-4-ynoate (Compound SP430) (4.84 g, 9.99 mmol) was dissolved in ethyl acetate (40 ml), and 10% palladium(II) on carbon (968 mg) was added under a nitrogen atmosphere. The mixture was then stirred at room temperature for 3.5 hours under a hydrogen atmosphere. After filtration through celite, the filtrate was concentrated under reduced pressure to afford the title compound (Compound SP431) (4.74 g, 97%). Reactants: N#Cc1ccc2[nH]c(C3CC3)cc2c1C(F)(F)F, ClCc1csc(-c2ccc(Cl)cc2)n1. The product is N#Cc1ccc2c(cc(C3CC3)n2Cc2csc(-c3ccc(Cl)cc3)n2)c1C(F)(F)F. RXN SMILES: [CH:1]1([c:4]2[nH:5][c:6]3[cH:7][cH:8][c:9]([C:17]#[N:18])[c:10]([C:13]([F:14])([F:15])[F:16])[c:11]3[cH:12]2)[CH2:2][CH2:3]1.[Cl:19][CH2:20][c:21]1[n:22][c:23](-[c:26]2[cH:27][cH:28][c:29]([Cl:32])[cH:30][cH:31]2)[s:24][cH:25]1>>[CH:1]1([c:4]2[n:5]([CH2:20][c:21]3[n:22][c:23](-[c:26]4[cH:27][cH:28][c:29]([Cl:32])[cH:30][cH:31]4)[s:24][cH:25]3)[c:6]3[cH:7][cH:8][c:9]([C:17]#[N:18])[c:10]([C:13]([F:14])([F:15])[F:16])[c:11]3[cH:12]2)[CH2:2][CH2:3]1.